Dataset: the Open Reaction Database (ORD), a public repository of structured organic reaction records. Task: describe an organic reaction: reactants, conditions, products, and yield The reactants are 003 A1, C(CCCCCCC)N1C(N(CC1)C1=CC=C(C=C1)S(=O)(=O)Cl)=O (4-(3-octyl-2-imidazolidinon-1-yl)benzenesulfonyl chloride), N1=CC=CC=C1 (pyridine), CC(C)(C)OC(NCCC1=CC=C(C=C1)N)=O (2-(4-aminophenyl)ethylcarbamic acid 1,1-dimethylethyl ester), FC(C(=O)O)(F)F (trifluoroacetic acid). Solvent: ClCCl (dichloromethane). Conditions: time 16 hour. Yields the product N.CO (ammonia methanol), NCCC1=CC=C(C=C1)NS(=O)(=O)C1=CC=C(C=C1)N1C(N(CC1)CCCCCCCC)=O (N-[4-(2-aminoethyl)phenyl]-4-(3-octyl-2-imidazolidinon-1-yl)benzensulfonamide). Isolated yield 173.0%. RXN SMILES: C[C:2]([O:5]C(=O)[NH:7][CH2:8][CH2:9][C:10]1[CH:15]=[CH:14][C:13]([NH2:16])=[CH:12][CH:11]=1)(C)C.[CH2:18]([N:26]1[CH2:30][CH2:29][N:28]([C:31]2[CH:36]=[CH:35][C:34]([S:37](Cl)(=[O:39])=[O:38])=[CH:33][CH:32]=2)[C:27]1=[O:41])[CH2:19][CH2:20][CH2:21][CH2:22][CH2:23][CH2:24][CH3:25].N1C=CC=CC=1.FC(F)(F)C(O)=O>ClCCl>[NH3:7].[CH3:2][OH:5].[NH2:7][CH2:8][CH2:9][C:10]1[CH:11]=[CH:12][C:13]([NH:16][S:37]([C:34]2[CH:35]=[CH:36][C:31]([N:28]3[CH2:29][CH2:30][N:26]([CH2:18][CH2:19][CH2:20][CH2:21][CH2:22][CH2:23][CH2:24][CH3:25])[C:27]3=[O:41])=[CH:32][CH:33]=2)(=[O:39])=[O:38])=[CH:14][CH:15]=1 |f:5.6|. Reported procedure: A solution of 118 mg (0.499 mmol) of 2-(4-aminophenyl)ethylcarbamic acid 1,1-dimethylethyl ester (for synthesis see M. H. Fisher, E. R. Parmee, M. R. Mathvink, A. E. Weber, European Patent Application 0 611 003 A1) in 5 mL of dichloromethane was treated with 195.7 mg (0.525 mmol) of 4-(3-octyl-2-imidazolidinon-1-yl)benzenesulfonyl chloride from Example 6 and 40 μL (0.495 mmol) of pyridine. After stirring for 16 h, 1.5 mL of trifluoroacetic acid was added and the reaction mixture stirred for 0.75... Starting materials: OCCCNC1=C(C=NC=C1)[N+](=O)[O-] (4-(3-Hydroxypropylamino)-3-nitropyridine). The reagents and catalysts are [Ni] (Raney nickel). Run in C(C)O (ethanol). Run at time 3 day. Yields the product NC=1C=NC=CC1NCCCO (3-amino-4-(3-hydroxypropylamino)pyridine). As a reaction SMILES: [OH:1][CH2:2][CH2:3][CH2:4][NH:5][C:6]1[CH:11]=[CH:10][N:9]=[CH:8][C:7]=1[N+:12]([O-])=O>C(O)C.[Ni]>[NH2:12][C:7]1[CH:8]=[N:9][CH:10]=[CH:11][C:6]=1[NH:5][CH2:4][CH2:3][CH2:2][OH:1]. Procedure details: 4-(3-Hydroxypropylamino)-3-nitropyridine (4.12 g, 20.9 mmol) was dissolved in ethanol (130 ml) and Raney nickel (411 mg, 7.0 mmol) added. The stirred mixture was hydrogenated for 3 days. The catalyst was removed by filtration under argon and the solvent removed under reduced pressure to give 3-amino-4-(3-hydroxypropylamino)pyridine as a brown oil which was used directly in the next step. Reactants: C1(=CC=CS1)C(=O)C1=CC=C2N1CCC2C(=O)[O-].[K+] (potassium 5-(2-thenoyl)-1,2-dihydro-3H-pyrrolo[1,2-a]pyrrole-1-carboxylate), [Cl-].[NH4+] (ammonium chloride), C([O-])([O-])=O.[Ca+2] (calcium carbonate), [Ca] (calcium), C([O-])([O-])=O.[Ca+2] (calcium carbonate), C1(=CC=CS1)C(=O)C1=CC=C2N1CCC2C(=O)[O-].[K+] (potassium 5-(2-thenoyl)-1,2-dihydro-3H-pyrrolo[1,2-a]pyrrole-1-carboxylate). Run in O (water), Cl (hydrochloric acid). The product is C1(=CC=CS1)C(=O)C1=CC=C2N1CCC2C(=O)[O-].[Ca+2].C2(=CC=CS2)C(=O)C2=CC=C1N2CCC1C(=O)[O-] (calcium 5-(2-thenoyl)-1,2-dihydro-3H-pyrrolo[1,2-a]pyrrole-1-carboxylate). Reaction SMILES: [C:1]1([C:6]([C:8]2[N:12]3[CH2:13][CH2:14][CH:15]([C:16]([O-:18])=[O:17])[C:11]3=[CH:10][CH:9]=2)=[O:7])[S:5][CH:4]=[CH:3][CH:2]=1.[K+].C(=O)([O-])[O-].[Ca+2:24].[Cl-].[NH4+].[Ca]>Cl.O>[C:1]1([C:6]([C:8]2[N:12]3[CH2:13][CH2:14][CH:15]([C:16]([O-:18])=[O:17])[C:11]3=[CH:10][CH:9]=2)=[O:7])[S:5][CH:4]=[CH:3][CH:2]=1.[Ca+2:24].[C:1]1([C:6]([C:8]2[N:12]3[CH2:13][CH2:14][CH:15]([C:16]([O-:18])=[O:17])[C:11]3=[CH:10][CH:9]=2)=[O:7])[S:5][CH:4]=[CH:3][CH:2]=1 |f:0.1,2.3,4.5,9.10.11|. Procedure: To a solution of 237 mg. of 5-(2-thenoyl)-1,2-dihydro-3H-pyrrolo[1,2-a]pyrrole-1-carboxylic acid in 8 ml. of methanol is added 1 molar equivalent of potassium hydroxide, in the form of a 0.1N solution to yield a solution containing potassium 5-(2-thenoyl)-1,2-dihydro-3H-pyrrolo[1,2-a]pyrrole-1-carboxylate. A solution of 50 mg. of calcium carbonate dissolved in the minimum amount of 1N hydrochloric acid necessary to effect solution of the calcium carbonate, is buffered with 100 mg. of solid ammon... Starting materials: OC(=O)C(C)C1=CC=C(CC(C)C)C=C1 (Racemic ibuprofen), C1(=CC=CC=C1)C (toluene), C(CCCCCCC)NC[C@H](O)[C@@H](O)[C@H](O)[C@H](O)CO (N-octyl-D-glucamine). Isolated yield 79.2%. RXN SMILES: [OH:1][C:2]([CH:4]([C:6]1[CH:15]=[CH:14][C:9]([CH2:10][CH:11]([CH3:13])[CH3:12])=[CH:8][CH:7]=1)[CH3:5])=[O:3].C1(C)C=CC=CC=1.[CH2:23]([NH:31][CH2:32][C@@H:33]([C@H:35]([C@@H:37]([C@@H:39]([CH2:41][OH:42])[OH:40])[OH:38])[OH:36])[OH:34])[CH2:24][CH2:25][CH2:26][CH2:27][CH2:28][CH2:29][CH3:30]>O>[CH2:23]([NH:31][CH2:32][C@@H:33]([C@H:35]([C@@H:37]([C@@H:39]([CH2:41][OH:42])[OH:40])[OH:38])[OH:36])[OH:34])[CH2:24][CH2:25][CH2:26][CH2:27][CH2:28][CH2:29][CH3:30].[OH:3][C:2]([C@H:4]([C:6]1[CH:7]=[CH:8][C:9]([CH2:10][CH:11]([CH3:12])[CH3:13])=[CH:14][CH:15]=1)[CH3:5])=[O:1] |f:4.5|. Run at temperature 78 celsius. Reported procedure: Racemic ibuprofen (80 g, 390 mmol), toluene (200 mL), and water (0.5 mL) were stirred at 40° C., and N-octyl-D-glucamine (53.8 g, 183 mmol, N-octyl-D-glucamine/(S)-ibuprofen molar ratio=0.938) was added to the solution. The resulting thick slurry was heated to 78° C., forming a clear solution, and the solution then cooled to 15° C. over 3-4 hours. The resulting precipitate was recovered by filtration, washed with toluene (100 mL), and dried to give (S)-ibuprofen N-octyl-D-glucamine salt (72.2 g,... Solvent: O (water). Yields the product C(CCCCCCC)NC[C@H](O)[C@@H](O)[C@H](O)[C@H](O)CO.OC(=O)[C@@H](C)C1=CC=C(CC(C)C)C=C1 ((S)-ibuprofen N-octyl-D-glucamine salt). The reactants are C=C1CC(=O)O1 (diketene), O(C1=CC=CC=C1)CC(C)O (1-phenoxy-2-propanol). The product is C(CC(=O)C)(=O)OC(COC1=CC=CC=C1)C (1-methyl-2-(phenoxy)ethyl acetoacetate). RXN SMILES: [CH2:1]=[C:2]1[O:6][C:4](=[O:5])[CH2:3]1.[O:7]([CH2:14][CH:15]([OH:17])[CH3:16])[C:8]1[CH:13]=[CH:12][CH:11]=[CH:10][CH:9]=1>>[C:4]([O:17][CH:15]([CH3:16])[CH2:14][O:7][C:8]1[CH:13]=[CH:12][CH:11]=[CH:10][CH:9]=1)(=[O:5])[CH2:3][C:2]([CH3:1])=[O:6]. Procedure details: In a similar manner, diketene was reacted with 1-phenoxy-2-propanol to obtain 1-methyl-2-(phenoxy)ethyl acetoacetate, BP 115°-122° C./0.05-0.1 mm. The reactants are O=C(Cl)C1CC1, Nc1ccc2c(c1)COC(NCCOc1ccccc1)=N2. Yields the product O=C(Nc1ccc2c(c1)COC(NCCOc1ccccc1)=N2)C1CC1. Reaction SMILES: [CH:22]1([C:25](=[O:26])[Cl:27])[CH2:23][CH2:24]1.[O:1]([c:2]1[cH:3][cH:4][cH:5][cH:6][cH:7]1)[CH2:8][CH2:9][NH:10][C:11]1=[N:16][c:15]2[c:14]([cH:20][c:19]([NH2:21])[cH:18][cH:17]2)[CH2:13][O:12]1>>[O:1]([c:2]1[cH:3][cH:4][cH:5][cH:6][cH:7]1)[CH2:8][CH2:9][NH:10][C:11]1=[N:16][c:15]2[c:14]([cH:20][c:19]([NH:21][C:25]([CH:22]3[CH2:23][CH2:24]3)=[O:26])[cH:18][cH:17]2)[CH2:13][O:12]1.